From a dataset of the Open Reaction Database (ORD), a public repository of structured organic reaction records. describe an organic reaction: reactants, conditions, products, and yield Starting materials: IC1=CC=C(C(C(=O)OCC)=C1)O (Ethyl 5-iodosalicylate), ClC1=CC=NC2=CC(=C(C=C12)OC)OC (4-chloro-6,7-dimethoxyquinoline). The reagents and catalysts are CN(C1=CC=NC=C1)C (4-dimethylaminopyridine). Solvent: ClC1=C(C=CC=C1)Cl (o-dichlorobenzene). Reaction conditions: temperature 120 celsius, time 8 hour. The product is COC=1C=C2C(=CC=NC2=CC1OC)OC1=C(C(=O)OCC)C=C(C=C1)I (Ethyl 2-[(6,7-dimethoxy-4-quinolyl)oxy]-5-iodobenzoate). The yield is 4.2%. As a reaction SMILES: [I:1][C:2]1[CH:12]=[C:6]([C:7]([O:9][CH2:10][CH3:11])=[O:8])[C:5]([OH:13])=[CH:4][CH:3]=1.Cl[C:15]1[C:24]2[C:19](=[CH:20][C:21]([O:27][CH3:28])=[C:22]([O:25][CH3:26])[CH:23]=2)[N:18]=[CH:17][CH:16]=1>CN(C)C1C=CN=CC=1.ClC1C=CC=CC=1Cl>[CH3:26][O:25][C:22]1[CH:23]=[C:24]2[C:19](=[CH:20][C:21]=1[O:27][CH3:28])[N:18]=[CH:17][CH:16]=[C:15]2[O:13][C:5]1[CH:4]=[CH:3][C:2]([I:1])=[CH:12][C:6]=1[C:7]([O:9][CH2:10][CH3:11])=[O:8]. Reported procedure: Ethyl 5-iodosalicylate (457 mg), 4-chloro-6,7-dimethoxyquinoline (348 mg), and 4-dimethylaminopyridine (573 mg) were suspended in o-dichlorobenzene (1 ml), and the suspension was stirred at 120° C. overnight. The reaction solution was cooled to room temperature, and the solvent was removed by distillation under the reduced pressure. Water was then added to the reaction solution, and the mixture was extracted with chloroform. The chloroform layer was washed with water and was dried over anhydrous... The product is COc1ccc(Nc2cc(N)ncn2)cn1. Starting materials: CC(C)O, CCOC(C)=O, Nc1cc(Cl)ncn1, COc1ccc(N)cn1. Reaction SMILES: [CH3:18][CH:19]([OH:20])[CH3:21].[CH3:22][CH2:23][O:24][C:25](=[O:26])[CH3:27].[Cl:1][c:2]1[cH:3][c:4]([NH2:8])[n:5][cH:6][n:7]1.[NH2:9][c:10]1[cH:11][cH:12][c:13]([O:16][CH3:17])[n:14][cH:15]1>>[c:2]1([NH:9][c:10]2[cH:11][cH:12][c:13]([O:16][CH3:17])[n:14][cH:15]2)[cH:3][c:4]([NH2:8])[n:5][cH:6][n:7]1.